From a dataset of the Open Reaction Database (ORD), a public repository of structured organic reaction records. describe an organic reaction: reactants, conditions, products, and yield Starting materials: OC(CN1CCNCC1)COCCCCCCCCCCCCCCCC (1-(2-hydroxy-3-n-hexadecyloxypropyl)-piperazine), FC(C=1C=C(CCl)C=CC1)(F)F (3-(trifluoromethyl)benzyl chloride). The product is FC(C=1C=C(CN2CCN(CC2)CC(COCCCCCCCCCCCCCCCC)O)C=CC1)(F)F (1-(3-trifluoromethylbenzyl)-4-(2-hydroxy-3-n-hexadecyloxypropyl)piperazine). As a reaction SMILES: [OH:1][CH:2]([CH2:10][O:11][CH2:12][CH2:13][CH2:14][CH2:15][CH2:16][CH2:17][CH2:18][CH2:19][CH2:20][CH2:21][CH2:22][CH2:23][CH2:24][CH2:25][CH2:26][CH3:27])[CH2:3][N:4]1[CH2:9][CH2:8][NH:7][CH2:6][CH2:5]1.[F:28][C:29]([F:39])([F:38])[C:30]1[CH:31]=[C:32]([CH:35]=[CH:36][CH:37]=1)[CH2:33]Cl>>[F:28][C:29]([F:38])([F:39])[C:30]1[CH:31]=[C:32]([CH:35]=[CH:36][CH:37]=1)[CH2:33][N:7]1[CH2:8][CH2:9][N:4]([CH2:3][CH:2]([OH:1])[CH2:10][O:11][CH2:12][CH2:13][CH2:14][CH2:15][CH2:16][CH2:17][CH2:18][CH2:19][CH2:20][CH2:21][CH2:22][CH2:23][CH2:24][CH2:25][CH2:26][CH3:27])[CH2:5][CH2:6]1. Reported procedure: Following the procedure of Example 5, 1-(2-hydroxy-3-n-hexadecyloxypropyl)-piperazine was reacted with 3-(trifluoromethyl)benzyl chloride to form 1-(3-trifluoromethylbenzyl)-4-(2-hydroxy-3-n-hexadecyloxypropyl)piperazine, mp 133°-135° C. The reactants are FC(C=1C=C(C=C(C1)C(F)(F)F)[C@@H]1C[C@@H](N(C(O1)=O)CC=1C=C2CCCC2=CC1I)C)(F)F ((4S,6S)-6-[3,5-bis(trifluoromethyl)phenyl]-3-[(6-iodo-2,3-dihydro-1H-inden-5-yl)methyl]-4-methyl-1,3-oxazinan-2-one), FC(C=1C=C(C=C(C1)C(F)(F)F)[C@@H]1C[C@@H](N(C(O1)=O)CC=1C=C2CCCC2=CC1I)C)(F)F ((4S,6S)-6-[3,5-bis(trifluoromethyl)phenyl]-3-[(6-iodo-2,3-dihydro-1H-inden-5-yl)methyl]-4-methyl-1,3-oxazinan-2-one), C(C)(C)(C)C=1C=CC(=C(C1)B(O)O)OC ((5-tert-butyl-2-methoxyphenyl)boronic acid), 1-1′-bis(di tert-butylphosphino)ferrocene palladium dichloride, C(=O)([O-])[O-].[K+].[K+] (K2CO3). The solvent is C1CCOC1 (THF). Yields the product FC(C=1C=C(C=C(C1)C(F)(F)F)[C@@H]1C[C@@H](N(C(O1)=O)CC=1C=C2CCCC2=CC1C1=C(C=CC(=C1)C(C)(C)C)OC)C)(F)F ((4S,6S)-6-[3,5-bis(trifluoromethyl)phenyl]-3-{[6-(5-tert-butyl-2-methoxyphenyl)-2,3-dihydro-1H-inden-5-yl]methyl}-4-methyl-1,3-oxazinan-2-one). Reaction SMILES: [F:1][C:2]([F:33])([F:32])[C:3]1[CH:4]=[C:5]([C@H:13]2[O:18][C:17](=[O:19])[N:16]([CH2:20][C:21]3[CH:22]=[C:23]4[C:27](=[CH:28][C:29]=3I)[CH2:26][CH2:25][CH2:24]4)[C@@H:15]([CH3:31])[CH2:14]2)[CH:6]=[C:7]([C:9]([F:12])([F:11])[F:10])[CH:8]=1.[C:34]([C:38]1[CH:39]=[CH:40][C:41]([O:47][CH3:48])=[C:42](B(O)O)[CH:43]=1)([CH3:37])([CH3:36])[CH3:35].C([O-])([O-])=O.[K+].[K+]>C1COCC1>[F:1][C:2]([F:33])([F:32])[C:3]1[CH:4]=[C:5]([C@H:13]2[O:18][C:17](=[O:19])[N:16]([CH2:20][C:21]3[CH:22]=[C:23]4[C:27](=[CH:28][C:29]=3[C:42]3[CH:43]=[C:38]([C:34]([CH3:35])([CH3:37])[CH3:36])[CH:39]=[CH:40][C:41]=3[O:47][CH3:48])[CH2:26][CH2:25][CH2:24]4)[C@@H:15]([CH3:31])[CH2:14]2)[CH:6]=[C:7]([C:9]([F:12])([F:11])[F:10])[CH:8]=1 |f:2.3.4|. Procedure: (4S,6S)-6-[3,5-bis(trifluoromethyl)phenyl]-3-[(6-iodo-2,3-dihydro-1H-inden-5-yl)methyl]-4-methyl-1,3-oxazinan-2-one (Intermediate 25; 25 mg; 0.043 mmol) was treated with (5-tert-butyl-2-methoxyphenyl)boronic acid (11.6 mg; 0.056 mmol), 1-1′-bis(di tert-butylphosphino)ferrocene palladium dichloride (2.8 mg; 0.0043 mmol), 1 N K2CO3 (1.2 mL) and THF (1.2 mL) as described in Example 38 to afford (4S,6S)-6-[3,5-bis(trifluoromethyl)phenyl]-3-{[6-(5-tert-butyl-2-methoxyphenyl)-2,3-dihydro-1H-inden-5-yl... Reactants: [Br-], C=CCOC(C)C(=O)N(C)OC, C=C[Mg+], Cl, C1CCOC1. Yields the product C=CCOC(C)C(=O)C=C. Reaction SMILES: [Br-:13].[CH3:1][O:2][N:3]([C:4]([CH:5]([CH3:6])[O:7][CH2:8][CH:9]=[CH2:10])=[O:11])[CH3:12].[CH:14](=[CH2:15])[Mg+:16].[ClH:17].[O:18]1[CH2:19][CH2:20][CH2:21][CH2:22]1>>[C:4]([CH:5]([CH3:6])[O:7][CH2:8][CH:9]=[CH2:10])(=[O:11])[CH:14]=[CH2:15]. The reactants are C[O-], CO, Cl, NO, [Na+], O=C(O)CCC(=O)CCc1ccccc1. Product: O=C(O)CCC(CCc1ccccc1)=NO. RXN SMILES: [CH3:19][O-:20].[CH3:22][OH:23].[ClH:16].[NH2:17][OH:18].[Na+:21].[O:1]=[C:2]([CH2:3][CH2:4][C:5](=[O:6])[OH:7])[CH2:8][CH2:9][c:10]1[cH:11][cH:12][cH:13][cH:14][cH:15]1>>[C:2]([CH2:3][CH2:4][C:5](=[O:6])[OH:7])([CH2:8][CH2:9][c:10]1[cH:11][cH:12][cH:13][cH:14][cH:15]1)=[N:17][OH:18]. As a reaction SMILES: Cl.[CH3:2][N:3]([CH3:22])[CH2:4][C:5]1[CH2:11][CH2:10][S:9][C:8]2[CH:12]=[CH:13][CH:14]=[CH:15][C:7]=2[C:6]=1[C:16]1[CH:17]=[N:18][CH:19]=[CH:20][CH:21]=1.OO.C(OCC)(=[O:27])C.[OH-].[Na+]>C(O)(=O)C>[CH3:2][N:3]([CH3:22])[CH2:4][C:5]1[CH2:11][CH2:10][S:9](=[O:27])[C:8]2[CH:12]=[CH:13][CH:14]=[CH:15][C:7]=2[C:6]=1[C:16]1[CH:17]=[N:18][CH:19]=[CH:20][CH:21]=1 |f:0.1,4.5|. Procedure: 0.5 g of dimethyl-(5-pyridin-3-yl-2,3-dihydro-benzo[b]thiepin-4-ylmethyl)-amine hydrochloride was dissolved in 2.5 ml of glacial acetic acid; 0.29 ml of 35% hydrogen peroxide solution was added dropwise at room temperature, with stirring, and stirring was continued for 24 hours. The reaction mixture was covered with a layer of ethyl acetate, while cooling with ice, rendered alkaline with 32% sodium hydroxide solution and extracted three times with ethyl acetate; the combined organic phases were ... Reaction conditions: time 24 hour. Yields the product CN(CC1=C(C2=C(S(CC1)=O)C=CC=C2)C=2C=NC=CC2)C (dimethyl-(1-oxo-5-pyridin-3-yl-2,3-dihydro-1H-1λ4-benzo[b]thiepin-4-ylmethyl)-amine). Reactants: [OH-].[Na+] (sodium hydroxide), Cl.CN(CC1=C(C2=C(SCC1)C=CC=C2)C=2C=NC=CC2)C (dimethyl-(5-pyridin-3-yl-2,3-dihydro-benzo[b]thiepin-4-ylmethyl)-amine hydrochloride), C(C)(=O)OCC (ethyl acetate), OO (hydrogen peroxide). Solvent: C(C)(=O)O (acetic acid).